describe an organic reaction: reactants, conditions, products, and yield From a dataset of the Open Reaction Database (ORD), a public repository of structured organic reaction records. Reactants: N1CC(C1)OC1=CC=C(CN2CCCC2)C=C1 (1-(4-(azetidin-3-yloxy)benzyl)pyrrolidine), ClC1=CC=C(C=C1)C1=NN=C(O1)C(=O)OCC (ethyl 5-(4-chlorophenyl)-1,3,4-oxadiazole-2-carboxylate). Conditions: temperature 120 celsius. Product: ClC1=CC=C(C=C1)C=1OC(=NN1)C(=O)N1CC(C1)OC1=CC=C(C=C1)CN1CCCC1 (2-(4-Chlorophenyl)-5-({3-[4-(pyrrolidin-1-ylmethyl)phenoxy]azetidin-1-yl}carbonyl)-1,3,4-oxadiazole). The yield is 24.0%. RXN SMILES: [NH:1]1[CH2:4][CH:3]([O:5][C:6]2[CH:17]=[CH:16][C:9]([CH2:10][N:11]3[CH2:15][CH2:14][CH2:13][CH2:12]3)=[CH:8][CH:7]=2)[CH2:2]1.[Cl:18][C:19]1[CH:24]=[CH:23][C:22]([C:25]2[O:29][C:28]([C:30](OCC)=[O:31])=[N:27][N:26]=2)=[CH:21][CH:20]=1>>[Cl:18][C:19]1[CH:20]=[CH:21][C:22]([C:25]2[O:29][C:28]([C:30]([N:1]3[CH2:2][CH:3]([O:5][C:6]4[CH:17]=[CH:16][C:9]([CH2:10][N:11]5[CH2:12][CH2:13][CH2:14][CH2:15]5)=[CH:8][CH:7]=4)[CH2:4]3)=[O:31])=[N:27][N:26]=2)=[CH:23][CH:24]=1. Procedure details: A mixture of 1B (1.0 g, 4.3 mmol) and ethyl 5-(4-chlorophenyl)-1,3,4-oxadiazole-2-carboxylate—see e.g. WO97/05131—(1.2 g, 4.7 mmol) was heated at 120° C. for 4 h. The residue was purified by column chromatography on SiO2 using 5% triethylamine in EtOAc as eluent. There was obtained 0.46 g (24%) of 1 as a solid. 1H NMR (500 MHz, CDCl3): δ 1.69-1.88 (m, 4H), 2.38-2.69 (m, 4H), 3.57 (s, 2H), 4.26-4.38 (m, 1H), 4.61-4.68 (m, 1H), 4.72-4.79 (m, 1H), 5.05-5.20 (m, 2H), 6.74 (d, 2H), 7.29 (d, 2H), 7.52... The reactants are NC=1C(=CC2=C(NC3=CC=CC=C23)N1)C(=O)N (2-amino-9H-pyrido[2,3-b]indole-3-carboxamide), [H-].[Na+] (NaH), BrC(C)C (2-Bromopropane). The solvent is CN(C)C=O (DMF). Run at time 10 minute. Yields the product NC=1C(=CC2=C(N(C3=CC=CC=C23)C(C)C)N1)C(=O)N (2-amino-9-isopropyl-9H-pyrido[2,3-b]indole-3-carboxamide). Reaction SMILES: [NH2:1][C:2]1[C:3]([C:15]([NH2:17])=[O:16])=[CH:4][C:5]2[C:13]3[C:8](=[CH:9][CH:10]=[CH:11][CH:12]=3)[NH:7][C:6]=2[N:14]=1.[H-].[Na+].Br[CH:21]([CH3:23])[CH3:22]>CN(C=O)C>[NH2:1][C:2]1[C:3]([C:15]([NH2:17])=[O:16])=[CH:4][C:5]2[C:13]3[C:8](=[CH:9][CH:10]=[CH:11][CH:12]=3)[N:7]([CH:21]([CH3:23])[CH3:22])[C:6]=2[N:14]=1 |f:1.2|. Procedure: To a solution of 2-amino-9H-pyrido[2,3-b]indole-3-carboxamide (5, 122 mg, 0.540 mmol) in DMF (5 mL) was added NaH (110 mg, 2.75 mmol) and the reaction was stirred for 10 min. 2-Bromopropane (111 μL, 0.688 mmol) was added and the mixture was stirred at RT for another 2.5 h. The reaction was quenched with water (50 mL), poured into a separatory funnel containing EtOAc (150 mL), the mixture was shaken and the layers were separated. The organic layer was washed with brine (100 mL), dried, filtered a...